This data is from the Open Reaction Database (ORD), a public repository of structured organic reaction records. The task is: describe an organic reaction: reactants, conditions, products, and yield The reactants are FC=1C=C(C=CC1F)CC#N (2-(3,4-difluorophenyl)acetonitrile), BrCCOCCBr (2-bromoethyl ether), CC(C)(C)[O-].[Na+] (sodium 2-methylpropan-2-olate). The solvent is CCOCC (ether), CN(C)C=O (DMF). Run at time 3 hour. Yields the product FC=1C=C(C=CC1F)C1(CCOCC1)C#N (4-(3,4-Difluorophenyl)-tetrahydro-2H-pyran-4-carbonitrile). RXN SMILES: [F:1][C:2]1[CH:3]=[C:4]([CH2:9][C:10]#[N:11])[CH:5]=[CH:6][C:7]=1[F:8].Br[CH2:13][CH2:14][O:15][CH2:16][CH2:17]Br.CC([O-])(C)C.[Na+]>CCOCC.CN(C=O)C>[F:1][C:2]1[CH:3]=[C:4]([C:9]2([C:10]#[N:11])[CH2:17][CH2:16][O:15][CH2:14][CH2:13]2)[CH:5]=[CH:6][C:7]=1[F:8] |f:2.3|. Procedure: A mixture 2-(3,4-difluorophenyl)acetonitrile (25.00 g, 163 mmol) and 2-bromoethyl ether (22.8 mL, 163 mmol) in ether was added dropwise through an addition funnel to a mixture of sodium 2-methylpropan-2-olate (39.2 g, 408 mmol) in DMF (163 mL) at 0° C. The reaction was then allowed to warm to ambient temperature and stirred for 3 hours. The reaction mixture was quenched with 12N HCl, diluted with 400 mL of EtOAc, added to a separatory funnel, partitioned with NaHCO3 (saturated, aqueous), washed ... Yields the product Cc1c[nH]c2nccc(Oc3ccc(Nc4cc(-c5ccc(F)cc5)nc(N)n4)cc3F)c12. RXN SMILES: [Cl:20][c:21]1[n:22][c:23]([NH2:34])[n:24][c:25](-[c:27]2[cH:28][cH:29][c:30]([F:33])[cH:31][cH:32]2)[cH:26]1.[ClH:35].[F:1][c:2]1[cH:3][c:4]([NH2:19])[cH:5][cH:6][c:7]1[O:8][c:9]1[c:10]2[c:11]([n:12][cH:13][cH:14]1)[nH:15][cH:16][c:17]2[CH3:18].[Na+:36].[Na+:37].[O-:38][C:39](=[O:40])[O-:41].[OH2:42]>>[F:1][c:2]1[cH:3][c:4]([NH:19][c:21]2[n:22][c:23]([NH2:34])[n:24][c:25](-[c:27]3[cH:28][cH:29][c:30]([F:33])[cH:31][cH:32]3)[cH:26]2)[cH:5][cH:6][c:7]1[O:8][c:9]1[c:10]2[c:11]([n:12][cH:13][cH:14]1)[nH:15][cH:16][c:17]2[CH3:18]. Reactants: Nc1nc(Cl)cc(-c2ccc(F)cc2)n1, Cl, Cc1c[nH]c2nccc(Oc3ccc(N)cc3F)c12, [Na+], [Na+], O=C([O-])[O-], O. Starting materials: FC(C=1C=C(CN(C2=NC=C(C=N2)OCCCC(=O)O)CC2=C(C=CC(=C2)C(F)(F)F)C2=NC(=CC=C2OC)C(C)C)C=C(C1)C(F)(F)F)(F)F (4-(2-{(3,5-bis-trifluoromethyl-benzyl)-[2-(6-isopropyl-3-methoxy-pyridin-2-yl)-5-trifluoromethyl-benzyl]-amino}-pyrimidin-5-yloxy)-butyric acid), [OH-].[Na+] (sodium hydroxide). The solvent is C(C)O (ethanol). The product is [Na+].FC(C=1C=C(CN(C2=NC=C(C=N2)OCCCC(=O)[O-])CC2=C(C=CC(=C2)C(F)(F)F)C2=NC(=CC=C2OC)C(C)C)C=C(C1)C(F)(F)F)(F)F (4-(2-{(3,5-bis-trifluoromethyl-benzyl)-[2-(6-isopropyl-3-methoxy-pyridin-2-yl)-5-trifluoromethyl-benzyl]-amino}-pyrimidin-5-yloxy)-butyric acid sodium salt). As a reaction SMILES: [F:1][C:2]([F:51])([F:50])[C:3]1[CH:4]=[C:5]([CH:43]=[C:44]([C:46]([F:49])([F:48])[F:47])[CH:45]=1)[CH2:6][N:7]([CH2:21][C:22]1[CH:27]=[C:26]([C:28]([F:31])([F:30])[F:29])[CH:25]=[CH:24][C:23]=1[C:32]1[C:37]([O:38][CH3:39])=[CH:36][CH:35]=[C:34]([CH:40]([CH3:42])[CH3:41])[N:33]=1)[C:8]1[N:13]=[CH:12][C:11]([O:14][CH2:15][CH2:16][CH2:17][C:18]([OH:20])=[O:19])=[CH:10][N:9]=1.[OH-].[Na+:53]>C(O)C>[Na+:53].[F:51][C:2]([F:1])([F:50])[C:3]1[CH:4]=[C:5]([CH:43]=[C:44]([C:46]([F:49])([F:48])[F:47])[CH:45]=1)[CH2:6][N:7]([CH2:21][C:22]1[CH:27]=[C:26]([C:28]([F:31])([F:29])[F:30])[CH:25]=[CH:24][C:23]=1[C:32]1[C:37]([O:38][CH3:39])=[CH:36][CH:35]=[C:34]([CH:40]([CH3:42])[CH3:41])[N:33]=1)[C:8]1[N:9]=[CH:10][C:11]([O:14][CH2:15][CH2:16][CH2:17][C:18]([O-:20])=[O:19])=[CH:12][N:13]=1 |f:1.2,4.5|. Procedure details: Ethyl 4-(2-{(3,5-bis-trifluoromethyl-benzyl)-[2-(6-isopropyl-3-methoxy-pyridin-2-yl)-5-trifluoromethyl-benzyl]-amino}-pyrimidin-5-yloxy)-butyrate (70 mg) is dissolved in ethanol (2 ml), and thereto is added 1N-aqueous sodium hydroxide solution (0.5 ml) and the mixture is stirred at room temperature for 1 hour. To the reaction solution are added a 1N-hydrochloric acid and ethyl acetate, and the mixture is separated, and the organic layer is washed with a saturated brine, dried over magnesium sulf... Reactants: OC1=CC=C(C(=O)O)C=C1 (p-hydroxybenzoic acid), S(-) 2-methyl-butanol, S(O)(O)(=O)=O (sulfuric acid). Solvent: C1=CC=CC=C1 (benzene). Yields the product CC(COC(C1=CC=C(C=C1)O)=O)CC (p-hydroxy-benzoic acid 2-methyl-butyl ester). Isolated yield 64.4%. As a reaction SMILES: [OH:1][C:2]1[CH:10]=[CH:9][C:5]([C:6]([OH:8])=[O:7])=[CH:4][CH:3]=1.S(=O)(=O)(O)O>C1C=CC=CC=1>[CH3:6][CH:5]([CH2:4][CH3:3])[CH2:9][O:7][C:6](=[O:8])[C:5]1[CH:9]=[CH:10][C:2]([OH:1])=[CH:3][CH:4]=1. Procedure details: To p-hydroxybenzoic acid (113 g, 0.82 mol) were added S(-)-2-methyl-butanol (273 g, 3.1 mols), conc. sulfuric acid (25 ml) and benzene (300 ml), followed by refluxing the mixture for 16 hours, cooling, thereafter adding toluene (1 l), washing the toluene layer with 2% NaHCO3 aqueous solution and further with water till the washing water became neutral, distilling off toluene and recrystallizing from ethanol to obtain optically active p-hydroxy-benzoic acid 2-methyl-butyl ester (55 g). The reactants are C1CCOC1, CCO, CCOC(=O)c1cccnc1Nc1cc(-c2ccc(F)cc2)nn1-c1ccccc1Cl, Cl, [Li+], [OH-], O, O. Yields the product O=C(O)c1cccnc1Nc1cc(-c2ccc(F)cc2)nn1-c1ccccc1Cl. RXN SMILES: [CH2:39]1[O:40][CH2:41][CH2:42][CH2:43]1.[CH3:36][CH2:37][OH:38].[Cl:1][c:2]1[c:3](-[n:8]2[n:9][c:10](-[c:25]3[cH:26][cH:27][c:28]([F:31])[cH:29][cH:30]3)[cH:11][c:12]2[NH:13][c:14]2[c:15]([C:16](=[O:17])[O:18][CH2:19][CH3:20])[cH:21][cH:22][cH:23][n:24]2)[cH:4][cH:5][cH:6][cH:7]1.[ClH:35].[Li+:34].[OH-:33].[OH2:32].[OH2:44]>>[Cl:1][c:2]1[c:3](-[n:8]2[n:9][c:10](-[c:25]3[cH:26][cH:27][c:28]([F:31])[cH:29][cH:30]3)[cH:11][c:12]2[NH:13][c:14]2[c:15]([C:16](=[O:17])[OH:18])[cH:21][cH:22][cH:23][n:24]2)[cH:4][cH:5][cH:6][cH:7]1. Starting materials: FC=1C=C(C=C(C1)S(=O)(=O)C1=CC=C(C=C1)C(C)=O)C1(CCOCC1)OC (4'-[5-fluoro-3-(4-methoxytetrahydropyran-4-yl)phenylsulphonyl]acetophenone), Cl.NO (hydroxylamine hydrochloride). Yields the product FC=1C=C(C=C(C1)S(=O)(=O)C1=CC=C(C=C1)/C(/C)=N/O)C1(CCOCC1)OC ((E)-4'-[5-fluoro-3-(4-methoxytetrahydropyran-4-yl)phenylsulphonyl]acetophenone oxime). Yield: 83.0%. Reaction SMILES: [F:1][C:2]1[CH:3]=[C:4]([C:20]2([O:26][CH3:27])[CH2:25][CH2:24][O:23][CH2:22][CH2:21]2)[CH:5]=[C:6]([S:8]([C:11]2[CH:16]=[CH:15][C:14]([C:17](=O)[CH3:18])=[CH:13][CH:12]=2)(=[O:10])=[O:9])[CH:7]=1.Cl.[NH2:29][OH:30]>>[F:1][C:2]1[CH:3]=[C:4]([C:20]2([O:26][CH3:27])[CH2:25][CH2:24][O:23][CH2:22][CH2:21]2)[CH:5]=[C:6]([S:8]([C:11]2[CH:16]=[CH:15][C:14](/[C:17](=[N:29]/[OH:30])/[CH3:18])=[CH:13][CH:12]=2)(=[O:10])=[O:9])[CH:7]=1 |f:1.2|. Reported procedure: Using an analogous procedure to that described in Example 50, 4'-[5-fluoro-3-(4-methoxytetrahydropyran-4-yl)phenylsulphonyl]acetophenone was reacted with hydroxylamine hydrochloride to give (E)-4'-[5-fluoro-3-(4-methoxytetrahydropyran-4-yl)phenylsulphonyl]acetophenone oxime in 83% yield, m.p. 180°-181° C.; Isolated yield 53.0%. Reagents/catalysts: CN(C1=CC=NC=C1)C (4-(dimethylamino)pyridine). The reactants are ClC=1C=2N(C=C(C1)C(F)(F)F)C=C(N2)C(=O)O (8-chloro-6-(trifluoromethyl)imidazo[1,2-a]pyridine-2-carboxylic acid), C(C)(C)(C)O (t-butanol), Cl.CN(CCCN=C=NCC)C (1-(3-dimethylaminopropyl)-3-ethylcarbodiimide hydrochloride), ClC1=C(C=C(C=C1)CC)S(=O)(=O)N (2-chloro-5-ethylbenzenesulfonamide). Reaction SMILES: [Cl:1][C:2]1[C:3]2[N:4]([CH:12]=[C:13]([C:15]([OH:17])=O)[N:14]=2)[CH:5]=[C:6]([C:8]([F:11])([F:10])[F:9])[CH:7]=1.C(O)(C)(C)C.Cl.CN(C)CCCN=C=NCC.[Cl:35][C:36]1[CH:41]=[CH:40][C:39]([CH2:42][CH3:43])=[CH:38][C:37]=1[S:44]([NH2:47])(=[O:46])=[O:45]>CN(C)C1C=CN=CC=1.ClCCl>[Cl:1][C:2]1[C:3]2[N:4]([CH:12]=[C:13]([C:15]([NH:47][S:44]([C:37]3[CH:38]=[C:39]([CH2:42][CH3:43])[CH:40]=[CH:41][C:36]=3[Cl:35])(=[O:46])=[O:45])=[O:17])[N:14]=2)[CH:5]=[C:6]([C:8]([F:9])([F:10])[F:11])[CH:7]=1 |f:2.3|. Run in ClCCl (dichloromethane), ClCCl (Dichloromethane). Procedure details: To a solution of 8-chloro-6-(trifluoromethyl)imidazo[1,2-a]pyridine-2-carboxylic acid (100 mg, 0.38 mmol, prepared as described in Example 1 Step C) in a 1:1 mixture of t-butanol (5 mL) and dichloromethane (5 mL) was added 4-(dimethylamino)pyridine (138 mg, 1.1 mmol) and 1-(3-dimethylaminopropyl)-3-ethylcarbodiimide hydrochloride (182 mg, 0.95 mmol). The reaction mixture was stirred for 15 min, 2-chloro-5-ethylbenzenesulfonamide (74 mg, 0.34 mmol) was added, and the reaction mixture was stirred ... Conditions: time 15 minute. Yields the product ClC=1C=2N(C=C(C1)C(F)(F)F)C=C(N2)C(=O)NS(=O)(=O)C2=C(C=CC(=C2)CC)Cl (8-chloro-N-[(2-chloro-5-ethylphenyl)sulfonyl]-6-(trifluoromethyl)imidazo[1,2-a]pyridine-2-carboxamide). Reactants: C1(=CC=CC=C1)N1C=NC2=C(C1=O)SC=C2C2=CC=CC=C2 (3,7-Diphenylthieno[3,2-d]pyrimidin-4(3H)-one), NC1=C(SC=C1C1=C(C=CC=C1)F)C(=O)OC (methyl 3-amino-4-(2-fluorophenyl)thiophene-2-carboxylate), C(OCC)(OCC)OCC (triethyl orthoformate), C(C(C)C)N (isobutylamine). The solvent is C(C)(=O)O (acetic acid). The product is FC1=C(C=CC=C1)C1=CSC2=C1N=CN(C2=O)CC(C)C (7-(2-Fluorophenyl)-3-isobutylthieno[3,2-d]pyrimidin-4(3H)-one). Yield: 83.5%. RXN SMILES: C1(N2C(=O)C3S[CH:15]=[C:16]([C:17]4C=CC=CC=4)[C:10]=3[N:9]=[CH:8]2)C=CC=CC=1.[NH2:23][C:24]1[C:28]([C:29]2[CH:34]=[CH:33][CH:32]=[CH:31][C:30]=2[F:35])=[CH:27][S:26][C:25]=1[C:36]([O:38]C)=O.C(OCC)(OCC)OCC.C(N)C(C)C>C(O)(=O)C>[F:35][C:30]1[CH:31]=[CH:32][CH:33]=[CH:34][C:29]=1[C:28]1[C:24]2[N:23]=[CH:8][N:9]([CH2:10][CH:16]([CH3:17])[CH3:15])[C:36](=[O:38])[C:25]=2[S:26][CH:27]=1. Procedure details: In the same manner as the synthesis of Compound 1, methyl 3-amino-4-(2-fluorophenyl)thiophene-2-carboxylate (100 mg, 0.40 mmol), triethyl orthoformate (1 ml), isobutylamine (0.076 ml, 0.76 mmol), and acetic acid (0.1 ml) were used to give 101 mg (0.33 mmol, 83.5% yield) of the title compound.